Dataset: the Open Reaction Database (ORD), a public repository of structured organic reaction records. Task: describe an organic reaction: reactants, conditions, products, and yield Starting materials: C1COCCO1, CCOC(=O)CCc1c(Cl)nc(C=Cc2ccccc2)nc1Cl, [NH4+], [OH-]. The product is O=C1CCc2c(Cl)nc(C=Cc3ccccc3)nc2N1. As a reaction SMILES: [CH2:26]1[O:27][CH2:28][CH2:29][O:30][CH2:31]1.[Cl:1][c:2]1[n:3][c:4]([CH:16]=[CH:17][c:18]2[cH:19][cH:20][cH:21][cH:22][cH:23]2)[n:5][c:6]([Cl:15])[c:7]1[CH2:8][CH2:9][C:10](=[O:11])[O:12][CH2:13][CH3:14].[NH4+:25].[OH-:24]>>[Cl:1][c:2]1[n:3][c:4]([CH:16]=[CH:17][c:18]2[cH:19][cH:20][cH:21][cH:22][cH:23]2)[n:5][c:6]2[c:7]1[CH2:8][CH2:9][C:10](=[O:11])[NH:25]2. Reactants: Cl (hydrochloric acid), C(C)OC(=O)C=1C=C2CC(C(NC2=CC1)C1=C(C=CC=C1)Br)(C)C (2-(2-bromo-phenyl)-3,3-dimethyl-1,2,3,4-tetrahydro-quinoline-6-carboxylic acid ethyl ester), [OH-].[Na+] (sodium hydroxide). Run in CO (methanol), O1CCCC1 (tetrahydrofuran), O (water). Conditions: temperature 70 celsius, time 6 hour. The product is BrC1=C(C=CC=C1)C1NC2=CC=C(C=C2CC1(C)C)C(=O)O (2-(2-bromo-phenyl)-3,3-dimethyl-1,2,3,4-tetrahydro-quinoline-6-carboxylic acid). The yield is 95.0%. As a reaction SMILES: C([O:3][C:4]([C:6]1[CH:7]=[C:8]2[C:13](=[CH:14][CH:15]=1)[NH:12][CH:11]([C:16]1[CH:21]=[CH:20][CH:19]=[CH:18][C:17]=1[Br:22])[C:10]([CH3:24])([CH3:23])[CH2:9]2)=[O:5])C.[OH-].[Na+].Cl>CO.O1CCCC1.O>[Br:22][C:17]1[CH:18]=[CH:19][CH:20]=[CH:21][C:16]=1[CH:11]1[C:10]([CH3:23])([CH3:24])[CH2:9][C:8]2[C:13](=[CH:14][CH:15]=[C:6]([C:4]([OH:5])=[O:3])[CH:7]=2)[NH:12]1 |f:1.2|. Procedure details: To a stirred mixture solution of 2-(2-bromo-phenyl)-3,3-dimethyl-1,2,3,4-tetrahydro-quinoline-6-carboxylic acid ethyl ester (1.5 g, 3.8 mmol) in methanol (5.0 mL) and tetrahydrofuran (5.0 mL) was added 50% sodium hydroxide in water (1.0 mL). The reaction mixture was stirred at 70° C. for 6 hours. The mixture was neutralized with a 3 N aqueous hydrochloric acid solution and extracted with ethyl acetate (2×100 mL), washed with water, dried over anhydrous sodium sulfate and then concentrated in vac... The reactants are O (water), N,N'-Carbonyldiimidazole, COC1=CC=C2C=CC(=NC2=N1)N1C(C2=CC=CC=C2C1=O)OCC(=O)O ([2-(7-methoxy-1,8-naphthyridin-2-yl)-3-oxo-1-isoindolinyloxy]acetic acid), CN(CCN)C (2-Dimethylaminoethylamine). Solvent: CN(C=O)C (dimethylformamide). Reaction conditions: time 2 hour. Yields the product COC1=CC=C2C=CC(=NC2=N1)N1C(C2=CC=CC=C2C1=O)OCC(=O)NCCN(C)C ([2-(7-Methoxy-1,8-naphthyridin-2-yl)-3-oxo-1-isoindolinyloxy]-N-(2-dimethylamino ethyl)acetamide). Yield: 101.2%. Reaction SMILES: [CH3:1][O:2][C:3]1[N:12]=[C:11]2[C:6]([CH:7]=[CH:8][C:9]([N:13]3[C:21](=[O:22])[C:20]4[C:15](=[CH:16][CH:17]=[CH:18][CH:19]=4)[CH:14]3[O:23][CH2:24][C:25](O)=[O:26])=[N:10]2)=[CH:5][CH:4]=1.[CH3:28][N:29]([CH3:33])[CH2:30][CH2:31][NH2:32].O>CN(C)C=O>[CH3:1][O:2][C:3]1[N:12]=[C:11]2[C:6]([CH:7]=[CH:8][C:9]([N:13]3[C:21](=[O:22])[C:20]4[C:15](=[CH:16][CH:17]=[CH:18][CH:19]=4)[CH:14]3[O:23][CH2:24][C:25]([NH:32][CH2:31][CH2:30][N:29]([CH3:33])[CH3:28])=[O:26])=[N:10]2)=[CH:5][CH:4]=1. Procedure: N,N'-Carbonyldiimidazole (1.8 g) is added at a temperature in the region of 25° C. to a solution of [2-(7-methoxy-1,8-naphthyridin-2-yl)-3-oxo-1-isoindolinyloxy]acetic acid (4 g) in anhydrous dimethylformamide (85 cc), and the mixture is stirred for 2 hours at this temperature. 2-Dimethylaminoethylamine (0.7 g) is then added and the mixture is stirred for 18 hours at this same temperature. The reaction mixture is then poured into water (200 cc) and extracted with methylene chloride (3×200 cc). T... Starting materials: C(C1=CC=CC=C1)OC=1C(=NC=NC1C1=CC=C(C=C1)C)NC1=CC(=C(C#N)C=C1)F (4-(5-(benzyloxy)-6-p-tolylpyrimidin-4-ylamino)-2-fluorobenzonitrile). The reagents and catalysts are [Pd] (Palladium on carbon). Run in CO.C1CCOC1 (MeOH THF). Run at time 1 hour. Product: FC1=C(C#N)C=CC(=C1)NC1=NC=NC(=C1O)C1=CC=C(C=C1)C (2-fluoro-4-(5-hydroxy-6-p-tolylpyrimidin-4-ylamino)benzonitrile). Yield: 85.5%. Reaction SMILES: C([O:8][C:9]1[C:10]([NH:22][C:23]2[CH:30]=[CH:29][C:26]([C:27]#[N:28])=[C:25]([F:31])[CH:24]=2)=[N:11][CH:12]=[N:13][C:14]=1[C:15]1[CH:20]=[CH:19][C:18]([CH3:21])=[CH:17][CH:16]=1)C1C=CC=CC=1>CO.C1COCC1.[Pd]>[F:31][C:25]1[CH:24]=[C:23]([NH:22][C:10]2[C:9]([OH:8])=[C:14]([C:15]3[CH:16]=[CH:17][C:18]([CH3:21])=[CH:19][CH:20]=3)[N:13]=[CH:12][N:11]=2)[CH:30]=[CH:29][C:26]=1[C:27]#[N:28] |f:1.2|. Reported procedure: The compound from step 5 (0.3 g, 0.73 mmol) was dissolved in (3:1) MeOH/THF (7.3 ml), 10% Palladium on carbon (30 mg) was added and the mixture placed under H2 (1 atm). After 1 hour LCMS showed that the reaction was complete, the catalyst was removed by filtration and the mixture concentrated to give 200 mg of the title compound. LCMS=321.2 (MH+) Reactants: C(C1=CC=CC=C1)O (benzyl alcohol), Cl (hydrochloric acid), [H-].[Na+] (sodium hydride), ClC=1C=C(C(=O)O)C=CN1 (2-chloroisonicotinic acid). The solvent is CN(C=O)C (N,N-dimethylformamide), O (water). Run at time 2 hour. Product: C(C1=CC=CC=C1)OC=1C=C(C(=O)O)C=CN1 (2-(Benzyloxy)isonicotinic acid). The yield is 34.6%. As a reaction SMILES: [H-].[Na+].[CH2:3]([OH:10])[C:4]1[CH:9]=[CH:8][CH:7]=[CH:6][CH:5]=1.Cl[C:12]1[CH:13]=[C:14]([CH:18]=[CH:19][N:20]=1)[C:15]([OH:17])=[O:16].Cl>CN(C)C=O.O>[CH2:3]([O:10][C:12]1[CH:13]=[C:14]([CH:18]=[CH:19][N:20]=1)[C:15]([OH:17])=[O:16])[C:4]1[CH:9]=[CH:8][CH:7]=[CH:6][CH:5]=1 |f:0.1|. Procedure: To a suspension of sodium hydride (14.0 g) in N,N-dimethylformamide (250 mL) was added dropwise benzyl alcohol (20.6 g) under ice-cooling over 30 minutes and then added 2-chloroisonicotinic acid (25.0 g) thereto. The reaction solution was stirred at room temperature for 2 hours and then at 70° C. for 13 hours. The reaction solution was allowed to cool to room temperature, diluted with about decuple volumes of water, and then adjusted to pH 5 with 5N hydrochloric acid. The resulting crystals were... Reactants: ice water, C([O-])([O-])=O.[K+].[K+] (potassium carbonate), ClC1=CC(=C(N)C=C1Cl)[N+](=O)[O-] (4,5-dichloro-2-nitroaniline), C1=NC=CC=2C(=CC=CC12)S (5-Isoquinolinethiol). Solvent: CN(C)C=O (DMF). Run at time 1.5 hour. Yields the product ClC1=CC(=C(N)C=C1SC1=C2C=CN=CC2=CC=C1)[N+](=O)[O-] (4-chloro-5-(5-isoquinolylsulfanyl)-2-nitroaniline). Yield: 98.5%. As a reaction SMILES: [CH:1]1[C:10]2[CH:9]=[CH:8][CH:7]=[C:6]([SH:11])[C:5]=2[CH:4]=[CH:3][N:2]=1.C(=O)([O-])[O-].[K+].[K+].[Cl:18][C:19]1[C:25](Cl)=[CH:24][C:22]([NH2:23])=[C:21]([N+:27]([O-:29])=[O:28])[CH:20]=1>CN(C=O)C>[Cl:18][C:19]1[C:25]([S:11][C:6]2[CH:7]=[CH:8][CH:9]=[C:10]3[C:5]=2[CH:4]=[CH:3][N:2]=[CH:1]3)=[CH:24][C:22]([NH2:23])=[C:21]([N+:27]([O-:29])=[O:28])[CH:20]=1 |f:1.2.3|. Reported procedure: 5-Isoquinolinethiol 500 mg (3.1 mmol) was dissolved in DMF 15 ml, potassium carbonate 830 mg (6.0 mmol) and 4,5-dichloro-2-nitroaniline 620 mg (3.0 mmol) were added, and the mixture was stirred at room temperature for 1.5 hours. The reaction mixture was poured into ice water, and the resulting precipitates were collected and washed with water to give 4-chloro-5-(5-isoquinolylsulfanyl)-2-nitroaniline 980 mg (98.4%). Starting materials: ClC1=C(C2=C(CCN(CC2)C(C(F)(F)F)=O)C=C1)OS(=O)(=O)C(F)(F)F (7-chloro-3-(2,2,2-trifluoroacetyl)-6-trifluoromethanesulfonyloxy-2,3,4,5-tetrahydro-1H-benzo[d]azepine), C1(CC1)CNC1=CC(=NC=N1)C1=CC=C(CN)C=C1 (4-[6-(cyclopropylmethyl-amino)-pyrimidin-4-yl]-benzylamine). Yields the product ClC1=C(C2=C(CCN(CC2)C(C(F)(F)F)=O)C=C1)NCC1=CC=C(C=C1)C1=NC=NC(=C1)NCC1CC1 (7-chloro-6-{4-[6-(cyclopropylmethyl-amino)-pyrimidin-4-yl]-benzylamino}-3-(2,2,2-trifluoroacetyl)-2,3,4,5-tetrahydro-1H-benzo[d]azepine). Isolated yield 78.6%. RXN SMILES: [Cl:1][C:2]1[CH:18]=[CH:17][C:5]2[CH2:6][CH2:7][N:8]([C:11](=[O:16])[C:12]([F:15])([F:14])[F:13])[CH2:9][CH2:10][C:4]=2[C:3]=1OS(C(F)(F)F)(=O)=O.[CH:27]1([CH2:30][NH:31][C:32]2[N:37]=[CH:36][N:35]=[C:34]([C:38]3[CH:45]=[CH:44][C:41]([CH2:42][NH2:43])=[CH:40][CH:39]=3)[CH:33]=2)[CH2:29][CH2:28]1>>[Cl:1][C:2]1[CH:18]=[CH:17][C:5]2[CH2:6][CH2:7][N:8]([C:11](=[O:16])[C:12]([F:15])([F:14])[F:13])[CH2:9][CH2:10][C:4]=2[C:3]=1[NH:43][CH2:42][C:41]1[CH:40]=[CH:39][C:38]([C:34]2[CH:33]=[C:32]([NH:31][CH2:30][CH:27]3[CH2:29][CH2:28]3)[N:37]=[CH:36][N:35]=2)=[CH:45][CH:44]=1. Procedure details: Use a method similar to the General Procedure 1-3, using 7-chloro-3-(2,2,2-trifluoroacetyl)-6-trifluoromethanesulfonyloxy-2,3,4,5-tetrahydro-1H-benzo[d]azepine (260 mg, 0.6 mmol) and 4-[6-(cyclopropylmethyl-amino)-pyrimidin-4-yl]-benzylamine (300 mg, 1.18 mmol), to give 7-chloro-6-{4-[6-(cyclopropylmethyl-amino)-pyrimidin-4-yl]-benzylamino}-3-(2,2,2-trifluoroacetyl)-2,3,4,5-tetrahydro-1H-benzo[d]azepine as an off-white foam (250 mg, 78%). MS (ES+) m/z: 530 (M+H)+. Run at time 45 minute. Starting materials: [Li+].[BH4-] (LiBH4), C(#N)C1=CC=C(C=C1)NC(=O)CCN1CC2CN(CC(C1)C2)C(=O)OC(C)(C)C (tert-Butyl 7-{2-[(4-cyanophenyl)carbamoyl]ethyl}-3,7-diazabicyclo-[3.3.1]nonane-3-carboxylate). The solvent is C1(=CC=CC=C1)C (toluene), C1CCOC1 (THF). The product is C(#N)C1=CC=C(NCCCN2CC3CN(CC(C2)C3)C(=O)OC(C)(C)C)C=C1 (tert-Butyl 7-[3-(4-cyanoanilino)propyl]-3,7-diazabicyclo[3.3.1]nonane-3-carboxylate). Procedure: LiBH4 (300 mg; 13.6 mmol) was added to a stirred solution of tert-butyl 7-{2-[(4-cyanophenyl)carbamoyl]ethyl}-3,7-diazabicyclo[3.3.1]nonane-3-carboxylate (1.36 g; 3.41 mmol; see Example 22 above) in toluene (10 mL) and THF (5 mL) and the reaction mixture was stirred for 45 min. The solvents were removed and the residue partitioned between DCM and NaHCO3 (aq.). The organic layer was concentrated and subjected to column chromatography (DCM:MeOH; 9:1) to give the title compound in a 10% yield. Isolated yield 10.0%. RXN SMILES: [Li+].[BH4-].[C:3]([C:5]1[CH:10]=[CH:9][C:8]([NH:11][C:12]([CH2:14][CH2:15][N:16]2[CH2:23][CH:22]3[CH2:24][CH:18]([CH2:19][N:20]([C:25]([O:27][C:28]([CH3:31])([CH3:30])[CH3:29])=[O:26])[CH2:21]3)[CH2:17]2)=O)=[CH:7][CH:6]=1)#[N:4]>C1(C)C=CC=CC=1.C1COCC1>[C:3]([C:5]1[CH:6]=[CH:7][C:8]([NH:11][CH2:12][CH2:14][CH2:15][N:16]2[CH2:17][CH:18]3[CH2:24][CH:22]([CH2:21][N:20]([C:25]([O:27][C:28]([CH3:29])([CH3:31])[CH3:30])=[O:26])[CH2:19]3)[CH2:23]2)=[CH:9][CH:10]=1)#[N:4] |f:0.1|. The reactants are C1(=CC=CC=C1)C1=NC2=CC=CC=C2C(=C1)OCCC(=O)O (3-[(2-phenyl-4-quinolyl)oxy]propanoic acid), C(C)NCC (diethylamine), C1CCCCC1.C(C)(=O)OCC (cyclohexane ethyl acetate), S(=O)(Cl)Cl (thionyl chloride). The solvent is C(Cl)(Cl)Cl (chloroform). Yields the product C(C)N(C(CCOC1=CC(=NC2=CC=CC=C12)C1=CC=CC=C1)=O)CC (N,N-diethyl-3-[(2-phenyl-4-quinolyl)oxy]propanamide). As a reaction SMILES: [C:1]1([C:7]2[CH:16]=[C:15]([O:17][CH2:18][CH2:19][C:20]([OH:22])=O)[C:14]3[C:9](=[CH:10][CH:11]=[CH:12][CH:13]=3)[N:8]=2)[CH:6]=[CH:5][CH:4]=[CH:3][CH:2]=1.S(Cl)(Cl)=O.C1CCCCC1.C(OCC)(=O)C.[CH2:39]([NH:41][CH2:42][CH3:43])[CH3:40]>C(Cl)(Cl)Cl>[CH2:39]([N:41]([CH2:42][CH3:43])[C:20](=[O:22])[CH2:19][CH2:18][O:17][C:15]1[C:14]2[C:9](=[CH:10][CH:11]=[CH:12][CH:13]=2)[N:8]=[C:7]([C:1]2[CH:2]=[CH:3][CH:4]=[CH:5][CH:6]=2)[CH:16]=1)[CH3:40] |f:2.3|. Procedure details: The procedure is as in Example 44, but starting with 3-[(2-phenyl-4-quinolyl)oxy]propanoic acid (1.25 g), thionyl chloride (1.25 cc) in chloroform (100 cc) and diethylamine (2.66 cc). After chromatography of the residue on silica gel using the eluant cyclohexane/ethyl acetate (50:50 by volume), N,N-diethyl-3-[(2-phenyl-4-quinolyl)oxy]propanamide (0.43 g), m.p. 94° C., is isolated. Reactants: Brc1ccc(Br)nc1, NN, c1ccncc1. As a reaction SMILES: [Br:1][c:2]1[n:3][cH:4][c:5]([Br:8])[cH:6][cH:7]1.[NH2:9][NH2:10].[cH:11]1[cH:12][cH:13][n:14][cH:15][cH:16]1>>[c:2]1([NH:9][NH2:10])[n:3][cH:4][c:5]([Br:8])[cH:6][cH:7]1. Product: NNc1ccc(Br)cn1.